Task: describe an organic reaction: reactants, conditions, products, and yield. Dataset: the Open Reaction Database (ORD), a public repository of structured organic reaction records The reactants are C(C)(=O)OCC(=O)O/N=C(\C=1C=NC(=CC1)C(C(C)C)(C)C1=CC=C(C=C1)C=1C=NC=C(C1)OC)/N (2-({[(1E)-amino(6-{1-[4-(5-methoxypyridin-3-yl)phenyl]-1,2-dimethylpropyl}pyridin-3-yl)methylene]amino}oxy)-2-oxoethyl acetate). Run in C=1(C(=CC=CC1)C)C (xylene). Yields the product C(C)(=O)OCC1=NC(=NO1)C=1C=NC(=CC1)C(C(C)C)(C)C1=CC=C(C=C1)C=1C=NC=C(C1)OC ([3-(6-{1-[4-(5-methoxypyridin-3-yl)phenyl]-1,2-dimethylpropyl}pyridin-3-yl)-1,2,4-oxadiazol-5-yl]methyl acetate). As a reaction SMILES: [C:1]([O:4][CH2:5][C:6]([O:8]/[N:9]=[C:10](/[NH2:36])\[C:11]1[CH:12]=[N:13][C:14]([C:17]([C:22]2[CH:27]=[CH:26][C:25]([C:28]3[CH:29]=[N:30][CH:31]=[C:32]([O:34][CH3:35])[CH:33]=3)=[CH:24][CH:23]=2)([CH3:21])[CH:18]([CH3:20])[CH3:19])=[CH:15][CH:16]=1)=O)(=[O:3])[CH3:2]>C1(C)C(C)=CC=CC=1>[C:1]([O:4][CH2:5][C:6]1[O:8][N:9]=[C:10]([C:11]2[CH:12]=[N:13][C:14]([C:17]([C:22]3[CH:27]=[CH:26][C:25]([C:28]4[CH:29]=[N:30][CH:31]=[C:32]([O:34][CH3:35])[CH:33]=4)=[CH:24][CH:23]=3)([CH3:21])[CH:18]([CH3:19])[CH3:20])=[CH:15][CH:16]=2)[N:36]=1)(=[O:3])[CH3:2]. Procedure: A solution of 1b (0.896 mmol) in xylene (6.00 mL) was heated to 110° C. for approximately 1 h. After cooling to rt, the reaction mixture was concentrated in vacuo to afford the title compound 1c, which was used without further purification in the subsequent reaction. m/z (ES) 473 (MH)+. The reactants are O=C1CCC(=O)N1Br, CCOC(C)=O, CC#N, COc1ccc(C(C)C)cc1, [NH4+], O=[N+]([O-])[O-]. Product: COc1ccc(C(C)C)cc1Br. As a reaction SMILES: [Br:17][N:18]1[C:19](=[O:20])[CH2:21][CH2:22][C:23]1=[O:24].[CH3:25][CH2:26][O:27][C:28]([CH3:29])=[O:30].[CH3:31][C:32]#[N:33].[CH:1]([CH3:2])([CH3:3])[c:4]1[cH:5][cH:6][c:7]([O:10][CH3:11])[cH:8][cH:9]1.[NH4+:12].[O-:13][N+:14](=[O:15])[O-:16]>>[CH:1]([CH3:2])([CH3:3])[c:4]1[cH:5][c:6]([Br:17])[c:7]([O:10][CH3:11])[cH:8][cH:9]1. Reaction SMILES: C(OC([N:8](C(OC(C)(C)C)=O)[C:9]1[N:17]=[C:16]2[C:12]([N:13]=[CH:14][N:15]2[O:18][CH:19]([CH2:29][CH2:30][O:31][CH2:32][P:33]([O:38][CH2:39][CH3:40])([O:35][CH2:36][CH3:37])=[O:34])[CH2:20][O:21][Si](C(C)(C)C)(C)C)=[C:11]([O:41]C)[N:10]=1)=O)(C)(C)C.Cl>C(O)C>[CH2:36]([O:35][P:33]([CH2:32][O:31][CH2:30][CH2:29][CH:19]([O:18][N:15]1[CH:14]=[N:13][C:12]2[C:11](=[O:41])[NH:10][C:9]([NH2:8])=[N:17][C:16]1=2)[CH2:20][OH:21])([O:38][CH2:39][CH3:40])=[O:34])[CH3:37]. Solvent: C(C)O (ethanol). Reported procedure: A solution of 2-[bis(t-butoxycarbonyl)amino]-9-[1-(t-butyldimethylsilyloxy)-4-(diethoxyphosphorylmethoxy)but-2-oxy]-6-methoxypurine (415 mg, 0.57 mmol) was dissolved in ethanol (5 ml) and 5M hydrochloric acid (0.6 ml) and heated under reflux for 3.5 h. The reaction was evaporated in vacuo and the residue chromatographed on silica, eluting with chloroform-methanol 10:1, affording 9-[4-(diethoxyphosphorylmethoxy)-1-hydroxybut-2-oxy]guanine (110 mg, 48%) as a pale tan solid. νmax (KBr) 3400, 1680, ... Yields the product C(C)OP(=O)(OCC)COCCC(CO)ON1C=2N=C(NC(C2N=C1)=O)N (9-[4-(diethoxyphosphorylmethoxy)-1-hydroxybut-2-oxy]guanine). The reactants are C(C)(C)(C)OC(=O)N(C1=NC(=C2N=CN(C2=N1)OC(CO[Si](C)(C)C(C)(C)C)CCOCP(=O)(OCC)OCC)OC)C(=O)OC(C)(C)C (2-[bis(t-butoxycarbonyl)amino]-9-[1-(t-butyldimethylsilyloxy)-4-(diethoxyphosphorylmethoxy)but-2-oxy]-6-methoxypurine), Cl (hydrochloric acid). Yield: 47.6%.